This data is from the Open Reaction Database (ORD), a public repository of structured organic reaction records. The task is: describe an organic reaction: reactants, conditions, products, and yield Reactants: [Cl-].[Al+3].[Cl-].[Cl-] (Aluminium chloride), ClC=1SC(=C(N1)C(=O)Cl)CCC1=CC(=CC=C1)Cl (2-Chloro-5-(2-(3-chlorophenyl)ethyl)-4-thiazolecarboxylic acid chloride), HCl ice. Run in ClCCl (dichloromethane). Product: ClC=1SC2=C(N1)C(C1=C(CC2)C=C(C=C1)Cl)=O (2,7-Dichloro-9,10-dihydro-4H-benzo[5,6]cyclohepta[1,2-d]thiazol-4-one). Reaction SMILES: [Cl-].[Al+3].[Cl-].[Cl-].[Cl:5][C:6]1[S:7][C:8]([CH2:14][CH2:15][C:16]2[CH:21]=[CH:20][CH:19]=[C:18]([Cl:22])[CH:17]=2)=[C:9]([C:11](Cl)=[O:12])[N:10]=1>ClCCl>[Cl:5][C:6]1[S:7][C:8]2[CH2:14][CH2:15][C:16]3[CH:17]=[C:18]([Cl:22])[CH:19]=[CH:20][C:21]=3[C:11](=[O:12])[C:9]=2[N:10]=1 |f:0.1.2.3|. Reported procedure: Aluminium chloride (5.3 g) was added to a solution of the product from step (iv) in dichloromethane (30 ml) at room temperature. After 3 h the mixture was poured onto 2M HCl/ice and the product extracted into ethyl acetate. The organic phase was collected, dried, (MgSO4) and solvent evaporated under reduced pressure to leave a brown solid. This was triturated with isohexane/ethyl acetate and filtered to leave the subtitle product as a beige solid.